From a dataset of the Open Reaction Database (ORD), a public repository of structured organic reaction records. describe an organic reaction: reactants, conditions, products, and yield Reactants: COC1=CC=CC=2[C@H]3CC(N([C@H]3CCC21)CCCC2=CC=CC=C2)=O (rac-cis-1,3,3a,4,5,9b-hexahydro-6-methoxy-3-(3-phenyl-propyl)-2H-benzo[e]indol-2-one), [H-].[Al+3].[Li+].[H-].[H-].[H-] (lithium aluminum hydride), C(C)(=O)OCC (ethyl acetate), [O-]S(=O)(=O)[O-].[Na+].[Na+] (Na2SO4). Run in C1CCOC1 (THF), C1CCOC1 (THF). The product is COC1=CC=CC=2[C@H]3CCN([C@H]3CCC21)CCCC2=CC=CC=C2 (rac-cis-2,3,3a,4,5,9b-hexahydro-6-methoxy-3-(3-phenyl-propyl)-1H-benzo[e]indole). Yield: 89.4%. As a reaction SMILES: [H-].[Al+3].[Li+].[H-].[H-].[H-].[CH3:7][O:8][C:9]1[C:21]2[CH2:20][CH2:19][C@H:18]3[C@H:14]([CH2:15][C:16](=O)[N:17]3[CH2:22][CH2:23][CH2:24][C:25]3[CH:30]=[CH:29][CH:28]=[CH:27][CH:26]=3)[C:13]=2[CH:12]=[CH:11][CH:10]=1.C(OCC)(=O)C.[O-]S([O-])(=O)=O.[Na+].[Na+]>C1COCC1>[CH3:7][O:8][C:9]1[C:21]2[CH2:20][CH2:19][C@H:18]3[C@H:14]([CH2:15][CH2:16][N:17]3[CH2:22][CH2:23][CH2:24][C:25]3[CH:26]=[CH:27][CH:28]=[CH:29][CH:30]=3)[C:13]=2[CH:12]=[CH:11][CH:10]=1 |f:0.1.2.3.4.5,8.9.10|. Procedure: 0.457 g (0.01204 mol) of lithium aluminum hydride was suspended in 40 ml of THF under argon. A solution of 4.04 g (0.01204 mol) of rac-cis-1,3,3a,4,5,9b-hexahydro-6-methoxy-3-(3-phenyl-propyl)-2H-benzo[e]indol-2-one in 40 ml of THF was added dropwise thereto and the mixture was boiled under reflux for 2 hours. 10 ml of ethyl acetate and a saturated aqueous Na2SO4 solution were cautiously added dropwise thereto in succession until a complete white precipitate had resulted. After filtration and co...